Dataset: the Open Reaction Database (ORD), a public repository of structured organic reaction records. Task: describe an organic reaction: reactants, conditions, products, and yield The reactants are [Na] (sodium), O (water), ClC1=C(CCl)C=CC=N1 (2-chloronicotinyl chloride). The product is ClC1=NC=CC=C1CO ((2-chloro-3-pyridyl)methanol). RXN SMILES: [Na].[Cl:2][C:3]1[N:10]=[CH:9][CH:8]=[CH:7][C:4]=1[CH2:5]Cl.[OH2:11]>>[Cl:2][C:3]1[C:4]([CH2:5][OH:11])=[CH:7][CH:8]=[CH:9][N:10]=1 |^1:0|. Procedure details: In 100 ml of cold water was dissolved 8.98 g of sodium horohydride and with ice-cooling and stirring, 11.7 g (0.0665 mole) of 2-chloronicotinyl chloride was added in small portions. The mixture was further stirred at the same temperature for 30 minutes and, then, extracted with Et2O (100 ml×3). The extract was dried over MgSO4 and distilled to remove Et2O. The procedure gave 8.75 g of (2-chloro-3-pyridyl)methanol as a pale yellow oil. When left standing at room temperature, this product solidifi... The reactants are FC=1C=C(CN=C=S)C=CC1OCC(F)(F)F (3-fluoro-4-(2,2,2-trifluoroethoxy)benzyl isothiocyanate), FC(CN)(F)F (2,2,2-trifluoroethylamine). Solvent: C(C)(=O)OCC (ethyl acetate). Run at time 24 hour. Product: FC=1C=C(CNC(=S)NCC(F)(F)F)C=CC1OCC(F)(F)F (1-[3-fluoro-4-(2,2,2-trifluoroethoxy)benzyl)-3-(2,2,2-trifluoroethyl)thiourea). Reaction SMILES: [F:1][C:2]1[CH:3]=[C:4]([CH:9]=[CH:10][C:11]=1[O:12][CH2:13][C:14]([F:17])([F:16])[F:15])[CH2:5][N:6]=[C:7]=[S:8].[F:18][C:19]([F:23])([F:22])[CH2:20][NH2:21]>C(OCC)(=O)C>[F:1][C:2]1[CH:3]=[C:4]([CH:9]=[CH:10][C:11]=1[O:12][CH2:13][C:14]([F:17])([F:15])[F:16])[CH2:5][NH:6][C:7]([NH:21][CH2:20][C:19]([F:23])([F:22])[F:18])=[S:8]. Procedure details: 3.15 g of 3-fluoro-4-(2,2,2-trifluoroethoxy)benzyl isothiocyanate and 1.5 ml of 2,2,2-trifluoroethylamine were dissolved in 20 ml of ethyl acetate, and the solution was left to stand for 24 hours. Ethyl acetate was evaporated under reduced pressure. The resulting white crystals were recrystallized from hexane to give 3.92 g of the desired 1-[3-fluoro-4-(2,2,2-trifluoroethoxy)benzyl)-3-(2,2,2-trifluoroethyl)thiourea. The reactants are C1CSCCN1, CN(C)C=O, CCOC(=O)c1c(CCl)nc2cc(OC)c(OC)cc2c1-c1ccc(OC)c(OC)c1, [H-], [Na+], O. Yields the product CCOC(=O)c1c(CN2CCSCC2)nc2cc(OC)c(OC)cc2c1-c1ccc(OC)c(OC)c1. Reaction SMILES: [CH2:3]1[CH2:4][S:5][CH2:6][CH2:7][NH:8]1.[CH3:41][N:42]([CH3:43])[CH:44]=[O:45].[Cl:9][CH2:10][c:11]1[n:12][c:13]2[cH:14][c:15]([O:38][CH3:39])[c:16]([O:36][CH3:37])[cH:17][c:18]2[c:19](-[c:26]2[cH:27][c:28]([O:34][CH3:35])[c:29]([O:32][CH3:33])[cH:30][cH:31]2)[c:20]1[C:21](=[O:22])[O:23][CH2:24][CH3:25].[H-:1].[Na+:2].[OH2:40]>>[CH2:3]1[CH2:4][S:5][CH2:6][CH2:7][N:8]1[CH2:10][c:11]1[n:12][c:13]2[cH:14][c:15]([O:38][CH3:39])[c:16]([O:36][CH3:37])[cH:17][c:18]2[c:19](-[c:26]2[cH:27][c:28]([O:34][CH3:35])[c:29]([O:32][CH3:33])[cH:30][cH:31]2)[c:20]1[C:21](=[O:22])[O:23][CH2:24][CH3:25]. Starting materials: OC1=CC=C(C=C1)C=1C=C2C=CC(=NC2=CC1)C(=O)OC (methyl 6-(4-hydroxyphenyl)-2-quinolinecarboxylate), C1(=CC=CC=C1)P(C1=CC=CC=C1)C1=CC=CC=C1 (triphenylphosphine), ClC1=C(C(=CC=C1)Cl)C1=NOC(=C1CO)[C@H](CC)C ({3-(2,6-dichlorophenyl)-5-[(1S)-1-methylpropyl]-4-isoxazolyl}methanol), N(=NC(=O)OC(C)C)C(=O)OC(C)C (diisopropyl azodicarboxylate). Solvent: ClCCl (dichloromethane). Conditions: temperature 90 celsius. Yields the product ClC1=C(C(=CC=C1)Cl)C1=NOC(=C1COC1=CC=C(C=C1)C=1C=C2C=CC(=NC2=CC1)C(=O)OC)[C@H](CC)C (methyl 6-{4-[({3-(2,6-dichlorophenyl)-5-[(1S)-1-methylpropyl]-4-isoxazolyl}methyl)oxy]phenyl}-2-quinolinecarboxylate). Isolated yield 42.0%. As a reaction SMILES: [OH:1][C:2]1[CH:7]=[CH:6][C:5]([C:8]2[CH:9]=[C:10]3[C:15](=[CH:16][CH:17]=2)[N:14]=[C:13]([C:18]([O:20][CH3:21])=[O:19])[CH:12]=[CH:11]3)=[CH:4][CH:3]=1.C1(P(C2C=CC=CC=2)C2C=CC=CC=2)C=CC=CC=1.[Cl:41][C:42]1[CH:47]=[CH:46][CH:45]=[C:44]([Cl:48])[C:43]=1[C:49]1[C:53]([CH2:54]O)=[C:52]([C@@H:56]([CH3:59])[CH2:57][CH3:58])[O:51][N:50]=1.N(C(OC(C)C)=O)=NC(OC(C)C)=O>ClCCl>[Cl:48][C:44]1[CH:45]=[CH:46][CH:47]=[C:42]([Cl:41])[C:43]=1[C:49]1[C:53]([CH2:54][O:1][C:2]2[CH:7]=[CH:6][C:5]([C:8]3[CH:9]=[C:10]4[C:15](=[CH:16][CH:17]=3)[N:14]=[C:13]([C:18]([O:20][CH3:21])=[O:19])[CH:12]=[CH:11]4)=[CH:4][CH:3]=2)=[C:52]([C@@H:56]([CH3:59])[CH2:57][CH3:58])[O:51][N:50]=1. Procedure: To a solution of methyl 6-(4-hydroxyphenyl)-2-quinolinecarboxylate (154 mg, 0.550 mmol), triphenylphosphine (144 mg, 0.550 mmol) and {3-(2,6-dichlorophenyl)-5-[(1S)-1-methylpropyl]-4-isoxazolyl}methanol (150 mg, 0.500 mmol) in dichloromethane (1.5 mL) was added diisopropyl azodicarboxylate (0.099 mL, 0.550 mmol) dropwise. The solution was heated in a microwave reactor at 90° C. for 10 minutes. The solution was adsorbed onto silica gel and purified by chromatography (silica gel, 0-60% ethyl aceta... The reactants are O (water), [H-].[Na+] (sodium hydride), BrC=1C=C2C(=CNC2=CC1)CC(=O)O (5-bromoindole-3-acetic acid), CI (methyl iodide). The solvent is O1CCCC1 (tetrahydrofuran). Reaction conditions: time 1 hour. Product: BrC=1C=C2C(=CN(C2=CC1)C)CC(=O)O (5-bromo-1-methyl-3-indolylacetic acid). RXN SMILES: [H-].[Na+].[Br:3][C:4]1[CH:5]=[C:6]2[C:10](=[CH:11][CH:12]=1)[NH:9][CH:8]=[C:7]2[CH2:13][C:14]([OH:16])=[O:15].[CH3:17]I.O>O1CCCC1>[Br:3][C:4]1[CH:5]=[C:6]2[C:10](=[CH:11][CH:12]=1)[N:9]([CH3:17])[CH:8]=[C:7]2[CH2:13][C:14]([OH:16])=[O:15] |f:0.1|. Procedure details: 500 mg of a 60% dispersion of sodium hydride in mineral oil were added to solution of 1 g of 5-bromoindole-3-acetic acid in 50 ml of tetrahydrofuran and the mixture was stirred under a nitrogen atmosphere for 1 hour. Thereafter, 820 mg (5.8 mmol) of methyl iodide were added and the mixture was stirred under a nitrogen atmosphere for 24 hours. Then, 5 ml of water were added and the solvent was removed under reduced pressure. The residue was treated with 2M hydrochloric acid and the precipitate fo...